From a dataset of the Open Reaction Database (ORD), a public repository of structured organic reaction records. describe an organic reaction: reactants, conditions, products, and yield Starting materials: S1C(=CC=C1)CC(=O)O (thiophen-2-yl-acetic acid), C1=CC2=C(N=C1)N(N=N2)O (HOAT), CCN(C(C)C)C(C)C (DIPEA), CCN(C(C)C)C(C)C (DIPEA), COC(C1=CC(=C(C=C1)NC1C(CCCC1)CC)N)=O (3-Amino-4-(2-ethyl-cyclohexylamino)-benzoic acid methyl ester). Run in CN(C)C=O (DMF), C(CCl)Cl (EDC), O (water). Conditions: time 48 hour. Yields the product COC(C1=CC(=C(C=C1)NC1C(CCCC1)CC)NC(CC=1SC=CC1)=O)=O (4-(2-Ethyl-cyclohexylamino)-3-(2-thiophen-2-yl-acetylamino)-benzoic acid methyl ester). The yield is 101.0%. Reaction SMILES: [S:1]1[CH:5]=[CH:4][CH:3]=[C:2]1[CH2:6][C:7]([OH:9])=O.C1C=NC2N(O)N=NC=2C=1.CCN(C(C)C)C(C)C.[CH3:29][O:30][C:31](=[O:48])[C:32]1[CH:37]=[CH:36][C:35]([NH:38][CH:39]2[CH2:44][CH2:43][CH2:42][CH2:41][CH:40]2[CH2:45][CH3:46])=[C:34]([NH2:47])[CH:33]=1>CN(C=O)C.O.C(Cl)CCl>[CH3:29][O:30][C:31](=[O:48])[C:32]1[CH:37]=[CH:36][C:35]([NH:38][CH:39]2[CH2:44][CH2:43][CH2:42][CH2:41][CH:40]2[CH2:45][CH3:46])=[C:34]([NH:47][C:7](=[O:9])[CH2:6][C:2]2[S:1][CH:5]=[CH:4][CH:3]=2)[CH:33]=1. Procedure: To a solution of 0.24 g of thiophen-2-yl-acetic acid in 40 ml of dry DMF 0.11 g of HOAT, 0.36 g of EDC and 0.5 ml of DIPEA were added at 0° C. After 30 min 0.41 g of 3-Amino-4-(2-ethyl-cyclohexylamino)-benzoic acid methyl ester were added, followed by the addition of 0.5 ml of DIPEA and the reaction was stirred at rt for 48 h. The reaction was then poured into water and extracted with ethyl acetate three times. The combined organic phases were washed with saturated aqueous sodium bicarbonate sol... Reactants: O=C([O-])[O-], CN(C)C=O, CCOC(C)=O, CC1CN(C(=O)CCl)C(C)CN1Cc1ccc(F)cc1, [I-], [K+], [K+], [K+], Cc1ccc(O)c(C=O)n1. The product is Cc1ccc(OCC(=O)N2CC(C)N(Cc3ccc(F)cc3)CC2C)c(C=O)n1. RXN SMILES: [C:31](=[O:32])([O-:33])[O-:34].[CH3:39][N:40]([CH3:41])[CH:42]=[O:43].[CH3:44][CH2:45][O:46][C:47]([CH3:48])=[O:49].[Cl:11][CH2:12][C:13](=[O:14])[N:15]1[CH:16]([CH3:30])[CH2:17][N:18]([CH2:22][c:23]2[cH:24][cH:25][c:26]([F:29])[cH:27][cH:28]2)[CH:19]([CH3:21])[CH2:20]1.[I-:38].[K+:35].[K+:36].[K+:37].[OH:1][c:2]1[c:3]([CH:9]=[O:10])[n:4][c:5]([CH3:8])[cH:6][cH:7]1>>[O:1]([c:2]1[c:3]([CH:9]=[O:10])[n:4][c:5]([CH3:8])[cH:6][cH:7]1)[CH2:12][C:13](=[O:14])[N:15]1[CH:16]([CH3:30])[CH2:17][N:18]([CH2:22][c:23]2[cH:24][cH:25][c:26]([F:29])[cH:27][cH:28]2)[CH:19]([CH3:21])[CH2:20]1.